Dataset: the Open Reaction Database (ORD), a public repository of structured organic reaction records. Task: describe an organic reaction: reactants, conditions, products, and yield Starting materials: O=C1C2=C(N=C3N1C=C(C=C3)C(=O)OCC)CSC2 (ethyl 3,10-dihydro-10-oxo-1H-pyrido[1,2-a]thieno[3,4-d]pyrimidine-7-carboxylate). Solvent: Cl (hydrochloric acid). Product: O=C1C2=C(N=C3N1C=C(C=C3)C(=O)O)CSC2 (3,10-Dihydro-10-oxo-1H-pyrido[1,2-a]thieno[3,4-d]pyrimidine-7-carboxylic acid). RXN SMILES: [O:1]=[C:2]1[N:7]2[CH:8]=[C:9]([C:12]([O:14]CC)=[O:13])[CH:10]=[CH:11][C:6]2=[N:5][C:4]2[CH2:17][S:18][CH2:19][C:3]1=2>Cl>[O:1]=[C:2]1[N:7]2[CH:8]=[C:9]([C:12]([OH:14])=[O:13])[CH:10]=[CH:11][C:6]2=[N:5][C:4]2[CH2:17][S:18][CH2:19][C:3]1=2. Procedure details: A suspension of ethyl 3,10-dihydro-10-oxo-1H-pyrido[1,2-a]thieno[3,4-d]pyrimidine-7-carboxylate (0.25 g., 0.001 mol) in 2 N hydrochloric acid is refluxed for 2.5 hours. The reaction mixture is cooled in an ice-bath. The product is filtered off and recrystallized from dimethylformamide to give yellow crystals (0.14 g.), mp 311°-312° C. The reactants are C(C)(C)(C)OC(=O)N1CCN(CC1)C(CN1C(C2=CC=CC=C2C1=O)=O)C1=C(C=CC=C1)Cl (4-[1-(2-Chloro-phenyl)-2-(1,3-dioxo-1,3-dihydro-isoindol-2-yl)-ethyl]-piperazine-1-carboxylic acid tert-butyl ester), NN (hydrazine). The solvent is CCOC(=O)C (EtOAc), CCO (EtOH). Reaction conditions: temperature 60 celsius. The product is C(C)(C)(C)OC(=O)N1CCN(CC1)C(CN)C1=C(C=CC=C1)Cl (4-[2-Amino-1-(2-chloro-phenyl)-ethyl]piperazine-1-carboxylic acid tert-butyl ester). Yield: 99.9%. Reaction SMILES: [C:1]([O:5][C:6]([N:8]1[CH2:13][CH2:12][N:11]([CH:14]([C:27]2[CH:32]=[CH:31][CH:30]=[CH:29][C:28]=2[Cl:33])[CH2:15][N:16]2C(=O)C3C(=CC=CC=3)C2=O)[CH2:10][CH2:9]1)=[O:7])([CH3:4])([CH3:3])[CH3:2].NN>CCO.CCOC(C)=O>[C:1]([O:5][C:6]([N:8]1[CH2:13][CH2:12][N:11]([CH:14]([C:27]2[CH:32]=[CH:31][CH:30]=[CH:29][C:28]=2[Cl:33])[CH2:15][NH2:16])[CH2:10][CH2:9]1)=[O:7])([CH3:4])([CH3:2])[CH3:3]. Procedure: To 4-[1-(2-Chloro-phenyl)-2-(1,3-dioxo-1,3-dihydro-isoindol-2-yl)-ethyl]-piperazine-1-carboxylic acid tert-butyl ester (302) (1.0 g, 2.15 mmol) in EtOH (5 mL) was added hydrazine (0.67 mL, 21.5 mmol) and the solution was heated at 60° C. for 1 h. The reaction mixture is then taken up in EtOAc (50 mL) and washed with 1N NaOH (50 mL). The organic phase was concentrated to dryness yielding 0.73 g (100%) pure product. Run at time 2.5 hour. The reactants are C12=C(CCCC1)C(=O)OC2=O (cyclohexene-1,2-dicarboxylic anhydride), ClC1=C(C=C(N)C=C1)OC1C(CCC1)=O (4-chloro-3-(cyclopentanon-2-yloxy) aniline). The solvent is C(C)(=O)O (acetic acid). Yields the product ClC1=C(C=C(C=C1)N1C(C2=C(C1=O)CCCC2)=O)OC2C(CCC2)=O (N-[4-chloro-3-(cyclopentanon-2-yloxy)phenyl]-3,4,5,6-tetrahydrophthalimide). As a reaction SMILES: [C:1]12[C:10](=[O:11])[O:9][C:7](=O)[C:2]=1[CH2:3][CH2:4][CH2:5][CH2:6]2.[Cl:12][C:13]1[CH:19]=[CH:18][C:16]([NH2:17])=[CH:15][C:14]=1[O:20][CH:21]1[CH2:25][CH2:24][CH2:23][C:22]1=[O:26]>C(O)(=O)C>[Cl:12][C:13]1[CH:19]=[CH:18][C:16]([N:17]2[C:10](=[O:11])[C:1]3[CH2:6][CH2:5][CH2:4][CH2:3][C:2]=3[C:7]2=[O:9])=[CH:15][C:14]=1[O:20][CH:21]1[CH2:25][CH2:24][CH2:23][C:22]1=[O:26]. Procedure details: A mixture of 1.52 g. of cyclohexene-1,2-dicarboxylic anhydride, 2.26 g. of 4-chloro-3-(cyclopentanon-2-yloxy) aniline and 10 ml. of acetic acid was stirred at room temperature for 30 minutes and then was refluxed with stirring for 2.5 hours. The solvent was distilled off under a reduced pressure and then, ethyl acetate was added to the residue to extract the product. The extract was washed with water and dehydrated over sodium sulfate. The solvent was distilled off and the product was purified b... Starting materials: COc1cc2c(Oc3ccc(C)cc3C(=O)c3ccccc3)ccnc2cc1OCC1CO1, CN(C)C=O, C1CCN(C2CCNCC2)C1, O. Product: COc1cc2c(Oc3ccc(C)cc3C(=O)c3ccccc3)ccnc2cc1OCC(O)CN1CCC(N2CCCC2)CC1. As a reaction SMILES: [CH3:1][O:2][c:3]1[cH:4][c:5]2[c:6]([O:18][c:19]3[c:20]([C:26](=[O:27])[c:28]4[cH:29][cH:30][cH:31][cH:32][cH:33]4)[cH:21][c:22]([CH3:25])[cH:23][cH:24]3)[cH:7][cH:8][n:9][c:10]2[cH:11][c:12]1[O:13][CH2:14][CH:15]1[O:16][CH2:17]1.[CH3:46][N:47]([CH3:48])[CH:49]=[O:50].[N:34]1([CH:39]2[CH2:40][CH2:41][NH:42][CH2:43][CH2:44]2)[CH2:35][CH2:36][CH2:37][CH2:38]1.[OH2:45]>>[CH3:1][O:2][c:3]1[cH:4][c:5]2[c:6]([O:18][c:19]3[c:20]([C:26](=[O:27])[c:28]4[cH:29][cH:30][cH:31][cH:32][cH:33]4)[cH:21][c:22]([CH3:25])[cH:23][cH:24]3)[cH:7][cH:8][n:9][c:10]2[cH:11][c:12]1[O:13][CH2:14][CH:15]([OH:16])[CH2:17][N:42]1[CH2:41][CH2:40][CH:39]([N:34]2[CH2:35][CH2:36][CH2:37][CH2:38]2)[CH2:44][CH2:43]1. Reactants: ClC1=CC(=C(C=C1OC1=CC=C(C=C1)N)N1C(NC(=CC1=O)C(F)(F)F)=O)F (3-[4-Chloro-2-fluoro-5-(4-aminophenoxy)phenyl]-6-trifluoromethyl-1,2,3,4-tetrahydro-pyrimidine-2,4-dione), S(O)(O)(=O)=O (sulfuric acid), ice water, N(=O)[O-].[Na+] (sodium nitrite), NC(=O)N (urea), copper(2)nitrate. Reagents/catalysts: [Cu-]=O (copper(1)oxide). The solvent is O (water), O (water). Conditions: time 10 minute. The product is ClC1=CC(=C(C=C1OC1=CC=C(C=C1)O)N1C(NC(=CC1=O)C(F)(F)F)=O)F (3-[4-chloro-2-fluoro-5-(4-hydroxyphenoxy)phenyl]-6-trifluoromethyl-1,2,3,4-tetrahydropyrimidine-2,4-dione). RXN SMILES: [Cl:1][C:2]1[C:7]([O:8][C:9]2[CH:14]=[CH:13][C:12](N)=[CH:11][CH:10]=2)=[CH:6][C:5]([N:16]2[C:21](=[O:22])[CH:20]=[C:19]([C:23]([F:26])([F:25])[F:24])[NH:18][C:17]2=[O:27])=[C:4]([F:28])[CH:3]=1.S(=O)(=O)(O)[OH:30].N([O-])=O.[Na+].NC(N)=O>O.[Cu-]=O>[Cl:1][C:2]1[C:7]([O:8][C:9]2[CH:14]=[CH:13][C:12]([OH:30])=[CH:11][CH:10]=2)=[CH:6][C:5]([N:16]2[C:21](=[O:22])[CH:20]=[C:19]([C:23]([F:25])([F:24])[F:26])[NH:18][C:17]2=[O:27])=[C:4]([F:28])[CH:3]=1 |f:2.3|. Procedure details: 3-[4-Chloro-2-fluoro-5-(4-aminophenoxy)phenyl]-6-trifluoromethyl-1,2,3,4-tetrahydro-pyrimidine-2,4-dione (2.0 g) was mixed with hot 30% sulfuric acid (5 ml) and ice/water (5.0 g) was added. The mixture kept at 10° C. while a solution of sodium nitrite (0.45 g) in water (5 ml) was slowly introduced at the bottom of the stirred mixture. After stirring for 10 minutes, urea (0.1 g) was added, followed by a solution of copper(2)nitrate (18.0 g) in water (170 ml), and copper(1)oxide (0.7 g). The mixtu... The reactants are CC1CN(CCN1C1=CC=C(C=C1)[N+](=O)[O-])C(=O)OC(C)(C)C ((±)-tert-butyl 3-methyl-4-(4-nitrophenyl)piperazine-1-carboxylate), [Cl-].[NH4+] (ammonium chloride). The reagents and catalysts are [Fe] (iron). Run in C(C)O (ethanol). Yields the product CC1CN(CCN1C1=CC=C(C=C1)N)C(=O)OC(C)(C)C ((±)-tert-Butyl 3-methyl-4-(4-aminophenyl)piperazine-1-carboxylate). As a reaction SMILES: [CH3:1][CH:2]1[N:7]([C:8]2[CH:13]=[CH:12][C:11]([N+:14]([O-])=O)=[CH:10][CH:9]=2)[CH2:6][CH2:5][N:4]([C:17]([O:19][C:20]([CH3:23])([CH3:22])[CH3:21])=[O:18])[CH2:3]1.[Cl-].[NH4+]>C(O)C.[Fe]>[CH3:1][CH:2]1[N:7]([C:8]2[CH:9]=[CH:10][C:11]([NH2:14])=[CH:12][CH:13]=2)[CH2:6][CH2:5][N:4]([C:17]([O:19][C:20]([CH3:21])([CH3:23])[CH3:22])=[O:18])[CH2:3]1 |f:1.2|. Procedure details: To a mixture of (±)-tert-butyl 3-methyl-4-(4-nitrophenyl)piperazine-1-carboxylate (870 mg) and iron powder (378 mg) in ethanol (16 ml) was added an aqueous solution (4 ml) of ammonium chloride (116 mg) at room temperature. The resulting suspension was refluxed for 2 hours with vigorous stirring. The reaction mixture was cooled to room temperature, and the resulting solid was filtered through celite and thoroughly washed with ethyl acetate. The filtrate was separated, and the aqueous layer was ex... Starting materials: CN(C(=O)N)C (N,N-dimethyl urea), C(C)(=O)OC(C)=O (acetic anhydride), N1=CC=CC=C1 (pyridine). Reagents/catalysts: CN(C1=CC=NC=C1)C (4-dimethylamino pyridine). Reaction conditions: time 8 hour. The product is CN1C(N(C(C=C1C)=O)C)=O (1,3,6-Trimethylpyrimidine-2,4(1H,3H)-dione). RXN SMILES: [CH3:1][N:2](C)[C:3](N)=[O:4].C(OC(=O)C)(=[O:9])C.[N:14]1[CH:19]=[CH:18][CH:17]=[CH:16][CH:15]=1>CN(C)C1C=CN=CC=1>[CH3:1][N:2]1[C:17]([CH3:16])=[CH:18][C:19](=[O:9])[N:14]([CH3:15])[C:3]1=[O:4]. Procedure details: To a solution of N,N-dimethyl urea (10.0 g, 113.588 mmol) and 4-dimethylamino pyridine (13.873 g, 113.588 mmol) in dry pyridine (30 ml), acetic anhydride (32.20 ml, 340.67 mmol) was added dropwise at 0° C. The reaction mixture was stirred at room temperature for overnight. The reaction mixture was quenched into 2 N HCl (250 ml) and extracted with chloroform (2×250 ml). The organic layer was washed with 1 N HCl (100 ml), sodium bicarbonate solution (75 ml), brine (75 ml) and dried (Na2SO4). The s...